From a dataset of the Open Reaction Database (ORD), a public repository of structured organic reaction records. describe an organic reaction: reactants, conditions, products, and yield Starting materials: [Na+].CS(=O)[O-] (Methane sulfinic acid sodium salt), FC1=C(C=C(C=O)C=C1)C(F)(F)F (4-Fluoro-3-trifluoromethyl-benzaldehyde). Run in CS(=O)C (DMSO). Run at temperature 75 celsius, time 2 hour. Product: CS(=O)(=O)C1=C(C=C(C=O)C=C1)C(F)(F)F (4-Methanesulfonyl-3-trifluoromethyl-benzaldehyde). RXN SMILES: [Na+].[CH3:2][S:3]([O-:5])=[O:4].F[C:7]1[CH:14]=[CH:13][C:10]([CH:11]=[O:12])=[CH:9][C:8]=1[C:15]([F:18])([F:17])[F:16]>CS(C)=O>[CH3:2][S:3]([C:7]1[CH:14]=[CH:13][C:10]([CH:11]=[O:12])=[CH:9][C:8]=1[C:15]([F:16])([F:18])[F:17])(=[O:5])=[O:4] |f:0.1|. Reported procedure: Methane sulfinic acid sodium salt (6.65 g, 65.1 mmol) is added to a stirred solution of 4-Fluoro-3-trifluoromethyl-benzaldehyde (10.0 g, 52.1 mmol) in dry DMSO (200 ml) and the mixture is heated at 75° C. After 2 hours the reaction is allowed to cool and poured onto ice-water (300 ml). The precipitate is collected by filtration, washed with water and dissolved in dichloromethane (200 ml). The organic extract is washed with water (3×200 ml), dried over MgSO4, filtered, and the solvent is removed ... The reactants are ClC=1C=C2C=CNC2=CC1 (5-Chloro-1H-indole), C1CCN2CCC(CC12)=O (7-octahydroindolizinone). Run in CC(OCC)=O (EA). Yields the product C1CCN2CC=C(CC12)C1=CNC2=CC=C(C=C12)Cl (3-(1,2,3,4,5,8-Hexahydroindolizin-7-yl)-5-Chloro-1H-Indole). As a reaction SMILES: [Cl:1][C:2]1[CH:3]=[C:4]2[C:8](=[CH:9][CH:10]=1)[NH:7][CH:6]=[CH:5]2.[CH2:11]1[CH:19]2[N:14]([CH2:15][CH2:16][C:17](=O)[CH2:18]2)[CH2:13][CH2:12]1>CC(=O)OCC>[CH2:11]1[CH:19]2[N:14]([CH2:15][CH:16]=[C:17]([C:5]3[C:4]4[C:8](=[CH:9][CH:10]=[C:2]([Cl:1])[CH:3]=4)[NH:7][CH:6]=3)[CH2:18]2)[CH2:13][CH2:12]1. Procedure: 5-Chloro-1H-indole (1.00 g, 6.63 mmol) and 7-octahydroindolizinone (1.39 g, 9.95 mmol) were converted to product by the procedure of Preparation 17 to give 595 mg. (33.1%). EA calculated for C16H17N2Cl: C, 70.45; H, 6.28; N, 10.27. Found: C, 70.60; H, 6.46; N, 10.28. MS(FD) (m/e): 272. The reactants are O=C([O-])[O-], CCO, CCOC(C)=O, Nc1cc(C2CC2)[nH]n1, Clc1ncc(Cl)c(Cl)n1, [Na+], [Na+]. The product is Clc1ncc(Cl)c(Nc2cc(C3CC3)[nH]n2)n1. RXN SMILES: [C:19](=[O:20])([O-:21])[O-:22].[CH3:25][CH2:26][OH:27].[CH3:28][CH2:29][O:30][C:31]([CH3:32])=[O:33].[CH:1]1([c:4]2[cH:5][c:6]([NH2:9])[n:7][nH:8]2)[CH2:2][CH2:3]1.[Cl:10][c:11]1[n:12][cH:13][c:14]([Cl:18])[c:15]([Cl:17])[n:16]1.[Na+:23].[Na+:24]>>[CH:1]1([c:4]2[cH:5][c:6]([NH:9][c:15]3[c:14]([Cl:18])[cH:13][n:12][c:11]([Cl:10])[n:16]3)[n:7][nH:8]2)[CH2:2][CH2:3]1. Reactants: COC=1C=C(C=C(C1OC)[N+](=O)[O-])C1=CN=CN1C1=NC=C(C=C1)C(F)(F)F (2-(5-(3,4-dimethoxy-5-nitrophenyl)-1H-imidazol-1-yl)-5-(trifluoromethyl)pyridine). Run in Br (hydrogen bromide). The product is [N+](=O)([O-])C1=C(C(=CC(=C1)C1=CN=CN1C1=NC=C(C=C1)C(F)(F)F)O)O (3-nitro-5-(1-(5-(trifluoromethyl)pyridin-2-yl)-1H-imidazol-5-yl)benzene-1,2-diol). RXN SMILES: C[O:2][C:3]1[CH:4]=[C:5]([C:14]2[N:18]([C:19]3[CH:24]=[CH:23][C:22]([C:25]([F:28])([F:27])[F:26])=[CH:21][N:20]=3)[CH:17]=[N:16][CH:15]=2)[CH:6]=[C:7]([N+:11]([O-:13])=[O:12])[C:8]=1[O:9]C>Br>[N+:11]([C:7]1[CH:6]=[C:5]([C:14]2[N:18]([C:19]3[CH:24]=[CH:23][C:22]([C:25]([F:28])([F:27])[F:26])=[CH:21][N:20]=3)[CH:17]=[N:16][CH:15]=2)[CH:4]=[C:3]([OH:2])[C:8]=1[OH:9])([O-:13])=[O:12]. Procedure: 2-(5-(3,4-dimethoxy-5-nitrophenyl)-1H-imidazol-1-yl)-5-(trifluoromethyl)pyridine (0.394 g, 1 mmol) was heated at 140° C. in 48% aqueous hydrogen bromide (6 mL) for 2.5 hours. The dark homogeneous solution was cooled to room temperature and volatiles were removed by evaporation to leave a pale brown crystalline solid that was dried over P2O5 under vacuum. Trituration of the resulting solid with diethyl ether gave 3-nitro-5-(1-(5-(trifluoromethyl)pyridin-2-yl)-1H-imidazol-5-yl)benzene-1,2-diol as ... Reactants: COC(=O)C=1C=C(C=C2C=NNC12)Br (5-bromo-1H-indazole-7-carboxylic acid methyl ester), ClCC(CC)CC (3-chloromethyl-pentane). The product is COC(=O)C=1C=C(C=C2C=NN(C12)CC(CC)CC)Br (5-Bromo-1-(2-ethyl-butyl)-1H-indazole-7-carboxylic acid methyl ester). Isolated yield 22.0%. RXN SMILES: [CH3:1][O:2][C:3]([C:5]1[CH:6]=[C:7]([Br:14])[CH:8]=[C:9]2[C:13]=1[NH:12][N:11]=[CH:10]2)=[O:4].Cl[CH2:16][CH:17]([CH2:20][CH3:21])[CH2:18][CH3:19]>>[CH3:1][O:2][C:3]([C:5]1[CH:6]=[C:7]([Br:14])[CH:8]=[C:9]2[C:13]=1[N:12]([CH2:16][CH:17]([CH2:20][CH3:21])[CH2:18][CH3:19])[N:11]=[CH:10]2)=[O:4]. Procedure: Compound 15 was prepared following general method 1, using 5-bromo-1H-indazole-7-carboxylic acid methyl ester as a starting material and 3-chloromethyl-pentane as alkylating agent. Yield: 22%. Starting materials: CC(C)(C)O, CCN(C(C)C)C(C)C, CC(=O)O, CN(C)C=O, O=C(O)COC1(C(F)(F)F)c2ccccc2-c2c(Cl)cc(F)cc21, Cl, [N-]=[N+]=NP(=O)(c1ccccc1)c1ccccc1. Product: OC1(C(F)(F)F)c2ccccc2-c2c(Cl)cc(F)cc21. Reaction SMILES: [C:52]([OH:53])([CH3:54])([CH3:55])[CH3:56].[CH2:25]([N:26]([CH:27]([CH3:28])[CH3:29])[CH:30]([CH3:31])[CH3:32])[CH3:33].[CH3:57][C:58](=[O:59])[OH:60].[CH3:61][N:62]([CH3:63])[CH:64]=[O:65].[Cl:1][c:2]1[cH:3][c:4]([F:24])[cH:5][c:6]2[c:14]1-[c:13]1[c:8]([cH:9][cH:10][cH:11][cH:12]1)[C:7]2([O:15][CH2:16][C:17]([OH:18])=[O:19])[C:20]([F:21])([F:22])[F:23].[ClH:51].[c:34]1([P:35]([N:36]=[N+:37]=[N-:38])([c:39]2[cH:40][cH:41][cH:42][cH:43][cH:44]2)=[O:45])[cH:46][cH:47][cH:48][cH:49][cH:50]1>>[Cl:1][c:2]1[cH:3][c:4]([F:24])[cH:5][c:6]2[c:14]1-[c:13]1[c:8]([cH:9][cH:10][cH:11][cH:12]1)[C:7]2([OH:15])[C:20]([F:21])([F:22])[F:23]. Procedure details: Part A. To a mixture of (2-oxo-piperidin-3-yl)-carbamic acid benzyl ester (1.35 g, 5.44 mmol) and 1-(4-iodo-phenyl)-cyclopropanecarboxylic acid (1.56 g, 5.42 mmol, 1.0 eq) in DMSO (5 mL) was added K2CO3 (3.00 g, 21.73 mmol, 4.0 eq), CuI (0.52 g, 2.74 mmol, 0.5 eq), and 1,10-phenanthroline (0.50 g, 2.74 mmol, 0.5 eq) sequentially. The mixture was heated at 120° C. overnight under N2. After cooling, EtOAc and H2O was added. The mixture was filtered. The filtrate was washed with 1N NaOH. The aqueou... Product: C(C1=CC=CC=C1)OC(=O)C1(C(N(CCC1)C1=CC=C(C=C1)C1(CC1)C(=O)O)=O)N (1-[4-(3-benzyloxycarbonyl-amino-2-oxo-piperidin-1-yl)-phenyl]-cyclopropanecarboxylic acid). Run at temperature 120 celsius. Starting materials: C(C1=CC=CC=C1)OC(NC1C(NCCC1)=O)=O ((2-oxo-piperidin-3-yl)-carbamic acid benzyl ester), IC1=CC=C(C=C1)C1(CC1)C(=O)O (1-(4-iodo-phenyl)-cyclopropanecarboxylic acid), C(=O)([O-])[O-].[K+].[K+] (K2CO3), N1=CC=CC2=CC=C3C=CC=NC3=C12 (1,10-phenanthroline). Run in O (H2O), CCOC(=O)C (EtOAc), CS(=O)C (DMSO). The reagents and catalysts are [Cu]I (CuI). As a reaction SMILES: C(OC(=O)[NH:10][CH:11]1[CH2:16][CH2:15][CH2:14][NH:13][C:12]1=[O:17])C1C=CC=CC=1.I[C:20]1[CH:25]=[CH:24][C:23]([C:26]2([C:29]([OH:31])=[O:30])[CH2:28][CH2:27]2)=[CH:22][CH:21]=1.[C:32]([O-:35])([O-])=[O:33].[K+].[K+].N1[C:51]2[C:42](=[CH:43][CH:44]=[C:45]3[C:50]=2N=CC=C3)[CH:41]=CC=1>CS(C)=O.[Cu]I.O.CCOC(C)=O>[CH2:41]([O:35][C:32]([C:11]1([NH2:10])[CH2:16][CH2:15][CH2:14][N:13]([C:20]2[CH:25]=[CH:24][C:23]([C:26]3([C:29]([OH:31])=[O:30])[CH2:28][CH2:27]3)=[CH:22][CH:21]=2)[C:12]1=[O:17])=[O:33])[C:42]1[CH:51]=[CH:50][CH:45]=[CH:44][CH:43]=1 |f:2.3.4|.